This data is from the Open Reaction Database (ORD), a public repository of structured organic reaction records. The task is: describe an organic reaction: reactants, conditions, products, and yield Starting materials: C(C)(C)N1CCN(CC1)C(=O)[C@@H]1CC[C@H](CC1)OC1=CC=C(C(=O)NN)C=C1 (trans-4-[4-(4-Isopropyl-piperazine-1-carbonyl)-cyclohexyloxy]-benzoic acid hydrazide), C(C(C)(C)C)(=O)O (pivalic acid), P(=O)(Cl)(Cl)Cl (phosphorus oxychloride), [OH-].[Na+] (NaOH). The product is C(C)(C)(C)C1=NN=C(O1)C1=CC=C(O[C@@H]2CC[C@H](CC2)C(=O)N2CCN(CC2)C(C)C)C=C1 (trans-{4-[4-(5-tert-Butyl-[1,3,4]oxadiazol-2-yl)-phenoxy]-cyclohexyl}-(4-isopropyl-piperazin-1-yl)-methanone). The yield is 36.7%. RXN SMILES: [CH:1]([N:4]1[CH2:9][CH2:8][N:7]([C:10]([C@H:12]2[CH2:17][CH2:16][C@H:15]([O:18][C:19]3[CH:28]=[CH:27][C:22]([C:23]([NH:25][NH2:26])=[O:24])=[CH:21][CH:20]=3)[CH2:14][CH2:13]2)=[O:11])[CH2:6][CH2:5]1)([CH3:3])[CH3:2].[C:29](O)(=O)[C:30]([CH3:33])([CH3:32])[CH3:31].P(Cl)(Cl)(Cl)=O.[OH-].[Na+]>>[C:30]([C:33]1[O:24][C:23]([C:22]2[CH:21]=[CH:20][C:19]([O:18][C@H:15]3[CH2:16][CH2:17][C@H:12]([C:10]([N:7]4[CH2:8][CH2:9][N:4]([CH:1]([CH3:3])[CH3:2])[CH2:5][CH2:6]4)=[O:11])[CH2:13][CH2:14]3)=[CH:28][CH:27]=2)=[N:25][N:26]=1)([CH3:32])([CH3:31])[CH3:29] |f:3.4|. Reported procedure: A mixture of 60 mg (0.15 mmol) of trans-4-[4-(4-Isopropyl-piperazine-1-carbonyl)-cyclohexyloxy]-benzoic acid hydrazide, 0.02 ml (0.2 mmol) of pivalic acid and 2 ml of phosphorus oxychloride was refluxed for 2 hr. To the mixture, 1N NaOH solution was added. The mixture was extracted with AcOEt, washed with saturated NaHCO3 solution, dried over Na2SO4, and evaporated. The residue was purified by column chromatography on silica eluting with dichloromethane and methanol=from 98:2 to 19:1. The combin...